Dataset: the Open Reaction Database (ORD), a public repository of structured organic reaction records. Task: describe an organic reaction: reactants, conditions, products, and yield The reactants are C(C)(C)(C)OC(=O)N1CC(CC1)O (3-hydroxy-pyrrolidine-1-carboxylic acid tert-butyl ester), C(C)N(C(C)C)C(C)C (ethyl-diisopropyl-amine), CS(=O)(=O)Cl (methanesulfonyl chloride). Solvent: CC(OCC)=O (EA), C(Cl)Cl (DCM), CC(OCC)=O (EA). Run at time 8 hour. Product: C(C)(C)(C)OC(=O)N1CC(CC1)OS(=O)(=O)C (3-Methanesulfonyloxy-pyrrolidine-1-carboxylic acid tert-butyl ester). As a reaction SMILES: [C:1]([O:5][C:6]([N:8]1[CH2:12][CH2:11][CH:10]([OH:13])[CH2:9]1)=[O:7])([CH3:4])([CH3:3])[CH3:2].C(N(C(C)C)C(C)C)C.[CH3:23][S:24](Cl)(=[O:26])=[O:25]>C(Cl)Cl.CC(=O)OCC>[C:1]([O:5][C:6]([N:8]1[CH2:12][CH2:11][CH:10]([O:13][S:24]([CH3:23])(=[O:26])=[O:25])[CH2:9]1)=[O:7])([CH3:4])([CH3:2])[CH3:3]. Procedure details: To a solution of 3-hydroxy-pyrrolidine-1-carboxylic acid tert-butyl ester (2000.00 mg; 10.68 mmol; 1.00 eq.) in DCM 10 ml added ethyl-diisopropyl-amine (2.49 ml; 13.89 mmol; 1.30 eq.), then added dropwise methanesulfonyl chloride (0.89 ml; 11.22 mmol; 1.05 eq.) at 0° C., the reaction mixture was stirred for overnight at RT. TLC (EA/HEX=7:3) showed staring material converted to desired completed. Diluted the reaction solution with EA, washed with brine, organic layer was dried, filtered through s...